This data is from the Open Reaction Database (ORD), a public repository of structured organic reaction records. The task is: describe an organic reaction: reactants, conditions, products, and yield Procedure details: The procedure described in Example 125 was repeated, except that ((RS)-2-(4-bromobenzenesulfonylamino)-N-(4-(ethoxycarbonylmethyl)phenyl)-3-methanesulfonyloxypropanamide (315 mg) was reacted with 3-chlorophenol (113.2 μl) to obtain (RS)-2-(4-bromobenzenesulfonylamino)-3-(3-chlorophenoxy)-N-(4-(ethoxycarbonylmethyl)phenyl) propanamide (214.48 mg). The reactants are BrC1=CC=C(C=C1)S(=O)(=O)NC(C(=O)NC1=CC=C(C=C1)CC(=O)OCC)COS(=O)(=O)C ((RS)-2-(4-bromobenzenesulfonylamino)-N-(4-(ethoxycarbonylmethyl)phenyl)-3-methanesulfonyloxypropanamide), ClC=1C=C(C=CC1)O (3-chlorophenol). RXN SMILES: [Br:1][C:2]1[CH:7]=[CH:6][C:5]([S:8]([NH:11][CH:12]([CH2:28][O:29]S(C)(=O)=O)[C:13]([NH:15][C:16]2[CH:21]=[CH:20][C:19]([CH2:22][C:23]([O:25][CH2:26][CH3:27])=[O:24])=[CH:18][CH:17]=2)=[O:14])(=[O:10])=[O:9])=[CH:4][CH:3]=1.[Cl:34][C:35]1[CH:36]=[C:37](O)[CH:38]=[CH:39][CH:40]=1>>[Br:1][C:2]1[CH:7]=[CH:6][C:5]([S:8]([NH:11][CH:12]([CH2:28][O:29][C:39]2[CH:38]=[CH:37][CH:36]=[C:35]([Cl:34])[CH:40]=2)[C:13]([NH:15][C:16]2[CH:21]=[CH:20][C:19]([CH2:22][C:23]([O:25][CH2:26][CH3:27])=[O:24])=[CH:18][CH:17]=2)=[O:14])(=[O:10])=[O:9])=[CH:4][CH:3]=1. Yields the product BrC1=CC=C(C=C1)S(=O)(=O)NC(C(=O)NC1=CC=C(C=C1)CC(=O)OCC)COC1=CC(=CC=C1)Cl ((RS)-2-(4-bromobenzenesulfonylamino)-3-(3-chlorophenoxy)-N-(4-(ethoxycarbonylmethyl)phenyl) propanamide). Starting materials: O=C(OC1CN2CCC1CC2)c1ccccc1, O=C(O)C(O)C(O)C(=O)O, CO, [Na+], [OH-]. The product is OC1CN2CCC1CC2. RXN SMILES: [C:11](=[O:12])([c:13]1[cH:14][cH:15][cH:16][cH:17][cH:18]1)[O:19][CH:20]1[CH2:21][N:22]2[CH2:23][CH2:24][CH:25]1[CH2:26][CH2:27]2.[C:1]([CH:2]([CH:3]([C:4]([OH:5])=[O:6])[OH:7])[OH:8])([OH:9])=[O:10].[CH3:30][OH:31].[Na+:29].[OH-:28]>>[OH:19][CH:20]1[CH2:21][N:22]2[CH2:23][CH2:24][CH:25]1[CH2:26][CH2:27]2. The reactants are BrC1=CC=C(C=C1)C(C)=O (p-bromoacetophenone), O (water), C(CO)O (ethylene glycol), C1(=CC=C(C=C1)S(=O)(=O)O)C (p-toluenesulphonic acid). Solvent: C1(=CC=CC=C1)C (toluene). Yields the product CC1(OCCO1)C1=CC=C(C=C1)Br (2-methyl-2-(p-bromophenyl)-1,3-dioxolane). RXN SMILES: [Br:1][C:2]1[CH:7]=[CH:6][C:5]([C:8](=[O:10])[CH3:9])=[CH:4][CH:3]=1.[CH2:11](O)[CH2:12][OH:13].C1(C)C=CC(S(O)(=O)=O)=CC=1.O>C1(C)C=CC=CC=1>[CH3:9][C:8]1([C:5]2[CH:6]=[CH:7][C:2]([Br:1])=[CH:3][CH:4]=2)[O:13][CH2:12][CH2:11][O:10]1. Reported procedure: In 1200 milliliters of toluene in a flask equipped with a Dean-Stark tube are dissolved 100 grams of p-bromoacetophenone; and to this solution is added 140 grams of ethylene glycol and 5 grams of p-toluenesulphonic acid. This mixture is refluxed until no further water collects in the Dean-Stark tube. After distilling off 600 milliliters of toluene, the remaining solution is decanted off and evaporated to dryness in vacuo to obtain 2-methyl-2-(p-bromophenyl)-1,3-dioxolane. The reactants are C(C1=CC=CC=C1)(C1=CC=CC=C1)(C1=CC=CC=C1)N1C2=NC=NC(=C2N=C1)NC(OC(C)(C)C)=O (tert-Butyl 9-trityl-9H-purin-6-ylcarbamate), [H-].[Na+] (NaH), O (water), BrCC=1OC(C2=CC=CC=C2C1C1=CC=CC=C1)=O (3-(bromomethyl)-4-phenyl-1H-isochromen-1-one), BrCC=1OC(C2=CC=CC=C2C1C1=CC=CC=C1)=O (3-(bromomethyl)-4-phenyl-1H-isochromen-1-one). The solvent is CN(C)C=O (DMF), CN(C)C=O (DMF), CN(C)C=O (DMF). The product is O=C1OC(=C(C2=CC=CC=C12)C1=CC=CC=C1)CN(C(OC(C)(C)C)=O)C1=C2N=CN(C2=NC=N1)C(C1=CC=CC=C1)(C1=CC=CC=C1)C1=CC=CC=C1 (tert-Butyl (1-oxo-4-phenyl-1H-isochromen-3-yl)methyl(9-trityl-9H-purin-6-yl)carbamate). Reaction SMILES: [C:1]([N:20]1[CH:28]=[N:27][C:26]2[C:21]1=[N:22][CH:23]=[N:24][C:25]=2[NH:29][C:30](=[O:36])[O:31][C:32]([CH3:35])([CH3:34])[CH3:33])([C:14]1[CH:19]=[CH:18][CH:17]=[CH:16][CH:15]=1)([C:8]1[CH:13]=[CH:12][CH:11]=[CH:10][CH:9]=1)[C:2]1[CH:7]=[CH:6][CH:5]=[CH:4][CH:3]=1.[H-].[Na+].Br[CH2:40][C:41]1[O:42][C:43](=[O:57])[C:44]2[C:49]([C:50]=1[C:51]1[CH:56]=[CH:55][CH:54]=[CH:53][CH:52]=1)=[CH:48][CH:47]=[CH:46][CH:45]=2.O>CN(C=O)C>[O:57]=[C:43]1[C:44]2[C:49](=[CH:48][CH:47]=[CH:46][CH:45]=2)[C:50]([C:51]2[CH:56]=[CH:55][CH:54]=[CH:53][CH:52]=2)=[C:41]([CH2:40][N:29]([C:25]2[N:24]=[CH:23][N:22]=[C:21]3[C:26]=2[N:27]=[CH:28][N:20]3[C:1]([C:8]2[CH:13]=[CH:12][CH:11]=[CH:10][CH:9]=2)([C:14]2[CH:15]=[CH:16][CH:17]=[CH:18][CH:19]=2)[C:2]2[CH:3]=[CH:4][CH:5]=[CH:6][CH:7]=2)[C:30](=[O:36])[O:31][C:32]([CH3:33])([CH3:35])[CH3:34])[O:42]1 |f:1.2|. Procedure: tert-Butyl 9-trityl-9H-purin-6-ylcarbamate (63.6 mg, 0.133 mmol) in DMF (0.1 ml) was added to a suspension of 50% dispersion in mineral oil NaH (5.33 mg, 0.133 mmol) in DMF (0.1 ml) at 0° C. 3-(bromomethyl)-4-phenyl-1H-isochromen-1-one (intermediate C1, 35 mg, 0.111 mmol) in DMF (0.2 ml) was added and the resulting mixture was allowed to warm to RT. The reaction mixture was then poured into water and extracted with EtOAc. The collected organic phases were dried and concentrated under reduced pre... Starting materials: B(OC(C)C)(OC(C)C)OC(C)C (triisopropyl borate), BrC1=C(C(=C(C=C1)Cl)OC)F (1-bromo-4-chloro-2-fluoro-3-methoxybenzene), C(C)(=O)Cl (Acetyl chloride), C(CCO)O (propane-1,3-diol), C(CCC)[Li] (n-butyl lithium). Run in C1CCOC1 (THF), C(C)OCC (diethyl ether). Reaction conditions: temperature 0 celsius, time 2 hour. Product: ClC1=C(C(=C(C=C1)B1OCCCO1)F)OC (2-(4-chloro-2-fluoro-3-methoxyphenyl)-[1,3,2]-dioxaborinane). Yield: 144.2%. As a reaction SMILES: Br[C:2]1[CH:7]=[CH:6][C:5]([Cl:8])=[C:4]([O:9][CH3:10])[C:3]=1[F:11].C([Li])CCC.[B:17]([O:26][CH:27]([CH3:29])C)([O:22][CH:23](C)C)OC(C)C.C(Cl)(=O)C.C(O)CCO>C(OCC)C.C1COCC1>[Cl:8][C:5]1[CH:6]=[CH:7][C:2]([B:17]2[O:22][CH2:23][CH2:29][CH2:27][O:26]2)=[C:3]([F:11])[C:4]=1[O:9][CH3:10]. Procedure details: To a solution of 1-bromo-4-chloro-2-fluoro-3-methoxybenzene (10.4 g, 0.043 mol) in diethyl ether (150 mL) at −78° C. was slowly added n-butyl lithium (2.5M, 19.0 mL, 0.0475 mol), and the solution was stirred for thirty minutes. A solution of triisopropyl borate (12.0 g, 0.064 mL) in THF (25 mL) was slowly added and the solution warmed to 0° C. Acetyl chloride (10.0 g, 0.13 mol) was added. After stirring for one hour the solution was concentrated and the solid residue was partitioned between ethy... The reactants are CC1=NC=CC(=C1C)C (2,3,4-trimethylpyridine), ClC1=CC(=CC=C1)C(=O)OO (m-chloroperbenzoic acid). Solvent: C(Cl)Cl (methylene chloride). The product is CC1=[N+](C=CC(=C1C)C)[O-] (2,3,4-trimethylpyridine N-oxide). Reaction SMILES: [CH3:1][C:2]1[C:7]([CH3:8])=[C:6]([CH3:9])[CH:5]=[CH:4][N:3]=1.ClC1C=CC=C(C(OO)=[O:18])C=1>C(Cl)Cl>[CH3:1][C:2]1[C:7]([CH3:8])=[C:6]([CH3:9])[CH:5]=[CH:4][N+:3]=1[O-:18]. Reported procedure: A solution of 14 g of 2,3,4-trimethylpyridine in 140 ml of methylene chloride is treated cautiously while cooling with ice with 21 g of m-chloroperbenzoic acid. The reaction mixture is boiled at reflux for 1 hour, then made basic with a saturated soda solution and subsequently extracted. The organic phase is dried and concentrated. The residue is purified on a silica gel column, the medium pressure flash chromatography method (solvent: methylene chloride/methanol [5:1 ) being used and the pressu... Reactants: Brc1c[nH]c2ccccc12, CCCC[N+](CCCC)(CCCC)CCCC, [Na+], [OH-], O, Cc1ccc(S(=O)(=O)Cl)cc1, O=S(=O)([O-])O, c1ccccc1. Yields the product Cc1ccc(S(=O)(=O)n2cc(Br)c3ccccc32)cc1. As a reaction SMILES: [Br:1][c:2]1[cH:3][nH:4][c:5]2[cH:6][cH:7][cH:8][cH:9][c:10]12.[CH2:36]([N+:37]([CH2:38][CH2:39][CH2:40][CH3:41])([CH2:42][CH2:43][CH2:44][CH3:45])[CH2:46][CH2:47][CH2:48][CH3:49])[CH2:50][CH2:51][CH3:52].[Na+:23].[OH-:22].[OH2:24].[S:11](=[O:12])(=[O:13])([c:14]1[cH:15][cH:16][c:17]([CH3:18])[cH:19][cH:20]1)[Cl:21].[S:31]([O-:32])([OH:33])(=[O:34])=[O:35].[cH:25]1[cH:26][cH:27][cH:28][cH:29][cH:30]1>>[Br:1][c:2]1[cH:3][n:4]([S:11](=[O:12])(=[O:13])[c:14]2[cH:15][cH:16][c:17]([CH3:18])[cH:19][cH:20]2)[c:5]2[cH:6][cH:7][cH:8][cH:9][c:10]12.